This data is from the Open Reaction Database (ORD), a public repository of structured organic reaction records. The task is: describe an organic reaction: reactants, conditions, products, and yield Starting materials: FC1=CC(=C(C=C1)C(C)=O)Cl (4'-fluoro-2'-chloroacetophenone), CN (methylamine). As a reaction SMILES: [F:1][C:2]1[CH:7]=[CH:6][C:5]([C:8](=[O:10])[CH3:9])=[C:4](Cl)[CH:3]=1.[CH3:12][NH2:13]>[Cu]>[F:1][C:2]1[CH:7]=[CH:6][C:5]([C:8](=[O:10])[CH3:9])=[C:4]([NH:13][CH3:12])[CH:3]=1. Run at time 3 hour. Run in industrial methylated spirit. Reagents/catalysts: [Cu] (copper). Reported procedure: A mixture of 4'-fluoro-2'-chloroacetophenone (40 g), methylamine (33% w/w solution in industrial methylated spirit, 60 ml), industrial methylated spirit (40 ml) and copper powder (0.5 g) was stirred at 80° in a sealed pressure vessel for 3 hours. After cooling to ambient temperature, the reaction mixture was transferred to a conical flask. The reaction vessel was washed out with industrial methylated spirit (2×30 ml) and the washings added to the reaction mixture. Sodium sulphide nonahydrate (2.... Yields the product FC1=CC(=C(C=C1)C(C)=O)NC (4'-fluoro-2'-(methylamino)acetophenone). Reactants: CCOC(=O)C(NC(C)=O)C(=O)OCC, CC[O-], CCO, COc1ccc2ncc(CCl)cc2c1, Cl, [Na+], [Na]. Yields the product CCOC(=O)C(NC(=O)CCc1cnc2ccc(OC)cc2c1)C(=O)OCC. As a reaction SMILES: [C:6]([CH3:7])(=[O:8])[NH:9][CH:10]([C:11](=[O:12])[O:13][CH2:14][CH3:15])[C:16](=[O:17])[O:18][CH2:19][CH3:20].[CH3:2][CH2:3][O-:4].[CH3:36][CH2:37][OH:38].[Cl:22][CH2:23][c:24]1[cH:25][n:26][c:27]2[cH:28][cH:29][c:30]([O:34][CH3:35])[cH:31][c:32]2[cH:33]1.[ClH:21].[Na+:1].[Na:5]>>[C:6]([CH2:7][CH2:23][c:24]1[cH:25][n:26][c:27]2[cH:28][cH:29][c:30]([O:34][CH3:35])[cH:31][c:32]2[cH:33]1)(=[O:8])[NH:9][CH:10]([C:11](=[O:12])[O:13][CH2:14][CH3:15])[C:16](=[O:17])[O:18][CH2:19][CH3:20]. Starting materials: Clc1nc(Br)ns1, CC(C)Cc1ccc(B2OC(C)(C)C(C)(C)O2)cc1C#N, CN(C)C=O, CCOC(C)=O, [K+], [K+], [K+], O, O=P([O-])([O-])[O-]. Yields the product CC(C)Cc1ccc(-c2nc(Br)ns2)cc1C#N. RXN SMILES: [Br:22][c:23]1[n:24][s:25][c:26]([Cl:28])[n:27]1.[CH3:1][CH:2]([CH2:3][c:4]1[c:5]([C:6]#[N:7])[cH:8][c:9]([B:12]2[O:13][C:14]([CH3:15])([CH3:16])[C:17]([CH3:18])([CH3:19])[O:20]2)[cH:10][cH:11]1)[CH3:21].[CH3:37][N:38]([CH3:39])[CH:40]=[O:41].[CH3:43][CH2:44][O:45][C:46](=[O:47])[CH3:48].[K+:34].[K+:35].[K+:36].[OH2:42].[P:29]([O-:30])([O-:31])([O-:32])=[O:33]>>[CH3:1][CH:2]([CH2:3][c:4]1[c:5]([C:6]#[N:7])[cH:8][c:9](-[c:26]2[s:25][n:24][c:23]([Br:22])[n:27]2)[cH:10][cH:11]1)[CH3:21]. Starting materials: BrBr (bromine), ON1C(C=2C=C3OCOCC3=C3C2C(C1=O)=CC=C3)=O (5-Hydroxy-11H-8,10-dioxa-5-aza-benzo[de]anthracene-4,6-dione), O (water). The solvent is O1CCOCC1 (dioxane). Yields the product ON1C(C2=CC=CC=3C2=C(C1=O)C=C(C3C=O)O)=O (2,5-Dihydroxy-1,3-dioxo-2,3-dihydro-1H-benzo[de]isoquinoline-6-carboxaldehyde). Yield: 84.8%. Reaction SMILES: [OH:1][N:2]1[C:15](=[O:16])[C:14]2=[CH:17][CH:18]=[CH:19][C:12]3[C:13]2=[C:4]([CH:5]=[C:6]2[C:11]=3[CH2:10][O:9]C[O:7]2)[C:3]1=[O:20].BrBr.O>O1CCOCC1>[OH:1][N:2]1[C:3](=[O:20])[C:4]2[CH:5]=[C:6]([OH:7])[C:11]([CH:10]=[O:9])=[C:12]3[C:13]=2[C:14](=[CH:17][CH:18]=[CH:19]3)[C:15]1=[O:16]. Reported procedure: To a suspension of 360 mg (1.33 mmol) of 5-hydroxy-11H-8,10-dioxa-5-aza-benzo[de]anthracene-4,6-dione (from Example 45) in 20 mL dioxane was added 0.36 mL (6.98 mmol) of bromine. The reaction mixture was refluxed for 1 hour and poured into 150 mL water. The precipitate was isolated and dried to yield 290 mg of the title compound, mp 237-253° C. (dec.) Reactants: [OH-].[Na+] (NaOH), C1(=CC=CC=C1)CC/C=C/C=C/C(=O)OCC ((2E,4E)-Ethyl 7-phenylhepta-2,4-dienoate), Cl (HCl), [OH-].[Na+] (sodium hydroxide). Run in CO (methanol). Conditions: temperature 60 celsius, time 2 hour. The product is C1(=CC=CC=C1)CC/C=C/C=C/C(=O)O ((2E,4E)-7-Phenylhepta-2,4-dienoic acid). Reaction SMILES: [C:1]1([CH2:7][CH2:8]/[CH:9]=[CH:10]/[CH:11]=[CH:12]/[C:13]([O:15]CC)=[O:14])[CH:6]=[CH:5][CH:4]=[CH:3][CH:2]=1.[OH-].[Na+].Cl>CO>[C:1]1([CH2:7][CH2:8]/[CH:9]=[CH:10]/[CH:11]=[CH:12]/[C:13]([OH:15])=[O:14])[CH:6]=[CH:5][CH:4]=[CH:3][CH:2]=1 |f:1.2|. Procedure: (2E,4E)-Ethyl 7-phenylhepta-2,4-dienoate (355 mg) was dissolved in methanol (5 ml). 2M aqueous sodium hydroxide (1.002 ml) was added and the resulting suspension was heated to 60° C. The reaction mixture was stirred for 2 h. After cooling to room temperature the mixture was acidified with 1M aqueous HCl and extracted three times with EtOAc. The combined organic layer was washed with brine, dried over Na2SO4 and concentrated to yield an off-white solid. The residue was taken up with 1M aqueous Na... Starting materials: CCCCCO, Clc1ncc(Cl)c(-c2c[nH]c3ccccc23)n1, COc1cc(N2CCC(N)CC2)ccc1N. The product is COc1cc(N2CCC(N)CC2)ccc1Nc1ncc(Cl)c(-c2c[nH]c3ccccc23)n1. RXN SMILES: [CH2:34]([OH:35])[CH2:36][CH2:37][CH2:38][CH3:39].[Cl:1][c:2]1[n:3][cH:4][c:5]([Cl:17])[c:6](-[c:8]2[cH:9][nH:10][c:11]3[cH:12][cH:13][cH:14][cH:15][c:16]23)[n:7]1.[NH2:18][c:19]1[c:20]([O:32][CH3:33])[cH:21][c:22]([N:25]2[CH2:26][CH2:27][CH:28]([NH2:31])[CH2:29][CH2:30]2)[cH:23][cH:24]1>>[c:2]1([NH:18][c:19]2[c:20]([O:32][CH3:33])[cH:21][c:22]([N:25]3[CH2:26][CH2:27][CH:28]([NH2:31])[CH2:29][CH2:30]3)[cH:23][cH:24]2)[n:3][cH:4][c:5]([Cl:17])[c:6](-[c:8]2[cH:9][nH:10][c:11]3[cH:12][cH:13][cH:14][cH:15][c:16]23)[n:7]1. Starting materials: C(C)(C)(C)OC(=O)N1CCC(CC1)C1=NN=C(S1)C1=CC=C(C(=O)OC)C=C1 (methyl 4-[5-[N-(tert-butoxycarbonyl)-piperidin-4-yl]-1,3,4-thiadiazol-2-yl]benzoate), FC(C(=O)O)(F)F (trifluoroacetic acid). Run in ClCCl (dichloromethane). Run at time 1 hour. Yields the product FC(C(=O)[O-])(F)F.COC(=O)C1=CC=C(C=C1)C1=NN=C(S1)C1CC[NH2+]CC1 (4-[5-(4-methoxycarbonylphenyl)-1,3,4-thiadiazol-2-yl]piperidinium trifluoroacetate). As a reaction SMILES: C(OC([N:8]1[CH2:13][CH2:12][CH:11]([C:14]2[S:18][C:17]([C:19]3[CH:28]=[CH:27][C:22]([C:23]([O:25][CH3:26])=[O:24])=[CH:21][CH:20]=3)=[N:16][N:15]=2)[CH2:10][CH2:9]1)=O)(C)(C)C.[F:29][C:30]([F:35])([F:34])[C:31]([OH:33])=[O:32]>ClCCl>[F:29][C:30]([F:35])([F:34])[C:31]([O-:33])=[O:32].[CH3:26][O:25][C:23]([C:22]1[CH:27]=[CH:28][C:19]([C:17]2[S:18][C:14]([CH:11]3[CH2:12][CH2:13][NH2+:8][CH2:9][CH2:10]3)=[N:15][N:16]=2)=[CH:20][CH:21]=1)=[O:24] |f:3.4|. Procedure: To a solution of methyl 4-[5-[N-(tert-butoxycarbonyl)-piperidin-4-yl]-1,3,4-thiadiazol-2-yl]benzoate (1.28 g) in dichloromethane (12 ml) was added trifluoroacetic acid (25 ml) at 0° C. and the reaction mixture was stirred for 1 hour at room temperature. The solvents were removed under reduced pressure. The precipitate was triturated with diisopropyl ether, collected by filtration, washed with diisopropyl ether and dried under reduced pressure to give 4-[5-(4-methoxycarbonylphenyl)-1,3,4-thiadiaz...